Task: describe an organic reaction: reactants, conditions, products, and yield. Dataset: the Open Reaction Database (ORD), a public repository of structured organic reaction records Reactants: C(C)[SiH](CC)CC (triethylsilane), C(C1=CC=CC=C1)C1(NC(C2=CC=C(C=C12)Cl)=O)O (3-benzyl-5-chloro-3-hydroxy-2,3-dihydro-isoindol-1-one), C(C1=CC=CC=C1)C1(NC(C2=CC(=CC=C12)Cl)=O)O (3-benzyl-6-chloro-3-hydroxy-2,3-dihydro-isoindol-1-one). Solvent: C(=O)(C(F)(F)F)O (TFA). Conditions: time 2 hour. Product: C(C1=CC=CC=C1)C1NC(C2=CC=C(C=C12)Cl)=O (3-benzyl-5-chloro-2,3-dihydro-isoindol-1-one), solid. Isolated yield 20.0%. Reaction SMILES: C([SiH](CC)CC)C.[CH2:8]([C:15]1(O)[C:23]2[C:18](=[CH:19][CH:20]=[C:21]([Cl:24])[CH:22]=2)[C:17](=[O:25])[NH:16]1)[C:9]1[CH:14]=[CH:13][CH:12]=[CH:11][CH:10]=1.C(C1(O)C2C(=CC(Cl)=CC=2)C(=O)N1)C1C=CC=CC=1>C(O)(C(F)(F)F)=O>[CH2:8]([CH:15]1[C:23]2[C:18](=[CH:19][CH:20]=[C:21]([Cl:24])[CH:22]=2)[C:17](=[O:25])[NH:16]1)[C:9]1[CH:10]=[CH:11][CH:12]=[CH:13][CH:14]=1. Procedure: Under N2 protection, triethylsilane (23 g, 200 mmol) and TFA (10 mL) were added successively to a mixture of 3-benzyl-5-chloro-3-hydroxy-2,3-dihydro-isoindol-1-one and 3-benzyl-6-chloro-3-hydroxy-2,3-dihydro-isoindol-1-one (5.47 g, 20 mmol). After stirring at room temperature for 2 hours, the reaction mixture was concentrated under reduced pressure. The residue was treated with a satd. aq. NaHCO3 solution (30 mL) and extracted with DCM (2×30 mL). The combined organic layers were washed with brin...